This data is from the Open Reaction Database (ORD), a public repository of structured organic reaction records. The task is: describe an organic reaction: reactants, conditions, products, and yield Reagents/catalysts: C(C)(=O)[O-].[Pd+2].C(C)(=O)[O-] (palladium(II) acetate). Procedure details: To a solution of ethyl (2E)-3-(6-chloro-3-pyridyl)acrylate (14.3 g) in dioxane (140 mL) was added palladium(II) acetate (1.52 g), 2′-(dicyclohexylphosphino)-N,N-dimethyl-2-biphenylamine (3.99 g), cesium carbonate (30.2 g), and (3R)-(−)-1-benzyl-3-aminopyrrolidine (13.1 g), and the mixture was heated at 95° C. for 2.5 days. The resulting mixture was poured into sat.NH4Cl aqueous solution and extracted with AcOEt. The organic layer was washed with sat. NH4Cl aq solution, water, and brine, and drie... Product: C(C1=CC=CC=C1)N1C[C@@H](CC1)NC1=CC=C(C=N1)/C=C/C(=O)OCC (ethyl (2E)-3-(6-{[(3R)-1-benzyl-3-pyrrolidinyl]amino}-3-pyridyl)acrylate). Conditions: temperature 95 celsius. The reactants are ClC1=CC=C(C=N1)/C=C/C(=O)OCC (ethyl (2E)-3-(6-chloro-3-pyridyl)acrylate), C1(CCCCC1)P(C1=C(C=CC=C1)C=1C(=CC=CC1)N(C)C)C1CCCCC1 (2′-(dicyclohexylphosphino)-N,N-dimethyl-2-biphenylamine), C([O-])([O-])=O.[Cs+].[Cs+] (cesium carbonate), C(C1=CC=CC=C1)N1C[C@@H](CC1)N ((3R)-(−)-1-benzyl-3-aminopyrrolidine). The yield is 45.1%. Solvent: O1CCOCC1 (dioxane). As a reaction SMILES: Cl[C:2]1[N:7]=[CH:6][C:5](/[CH:8]=[CH:9]/[C:10]([O:12][CH2:13][CH3:14])=[O:11])=[CH:4][CH:3]=1.C1(P(C2CCCCC2)C2C=CC=CC=2C2C(N(C)C)=CC=CC=2)CCCCC1.C(=O)([O-])[O-].[Cs+].[Cs+].[CH2:49]([N:56]1[CH2:60][CH2:59][C@@H:58]([NH2:61])[CH2:57]1)[C:50]1[CH:55]=[CH:54][CH:53]=[CH:52][CH:51]=1>O1CCOCC1.C([O-])(=O)C.[Pd+2].C([O-])(=O)C>[CH2:49]([N:56]1[CH2:60][CH2:59][C@@H:58]([NH:61][C:2]2[N:7]=[CH:6][C:5](/[CH:8]=[CH:9]/[C:10]([O:12][CH2:13][CH3:14])=[O:11])=[CH:4][CH:3]=2)[CH2:57]1)[C:50]1[CH:51]=[CH:52][CH:53]=[CH:54][CH:55]=1 |f:2.3.4,7.8.9|. Reactants: [OH-].[Na+] (sodium hydroxide), C(C)OC(COC1=C(C=C(C=C1)SC1=CC(=CC(=C1)OCCCN1CCCCC1)C#CC1=CC=C(C=C1)Cl)Cl)=O ({2-Chloro-4-[3-(4-chloro-phenylethynyl)-5-(3-piperidin-1-yl-propoxy)-phenylsulfanyl]-phenoxy}-acetic acid ethyl ester), C(CC(O)(C(=O)O)CC(=O)O)(=O)O (citric acid). Solvent: C(C)O (ethanol). Conditions: time 16 hour. Product: ClC1=C(OCC(=O)O)C=CC(=C1)SC1=CC(=CC(=C1)OCCCN1CCCCC1)C#CC1=CC=C(C=C1)Cl ({2-Chloro-4-[3-(4-chloro-phenylethynyl)-5-(3-piperidin-1-yl-propoxy)phenylsulfanyl]-phenoxy}-acetic Acid). Reaction SMILES: C([O:3][C:4](=[O:40])[CH2:5][O:6][C:7]1[CH:12]=[CH:11][C:10]([S:13][C:14]2[CH:19]=[C:18]([O:20][CH2:21][CH2:22][CH2:23][N:24]3[CH2:29][CH2:28][CH2:27][CH2:26][CH2:25]3)[CH:17]=[C:16]([C:30]#[C:31][C:32]3[CH:37]=[CH:36][C:35]([Cl:38])=[CH:34][CH:33]=3)[CH:15]=2)=[CH:9][C:8]=1[Cl:39])C.[OH-].[Na+].C(O)(=O)CC(CC(O)=O)(C(O)=O)O>C(O)C>[Cl:39][C:8]1[CH:9]=[C:10]([S:13][C:14]2[CH:19]=[C:18]([O:20][CH2:21][CH2:22][CH2:23][N:24]3[CH2:25][CH2:26][CH2:27][CH2:28][CH2:29]3)[CH:17]=[C:16]([C:30]#[C:31][C:32]3[CH:37]=[CH:36][C:35]([Cl:38])=[CH:34][CH:33]=3)[CH:15]=2)[CH:11]=[CH:12][C:7]=1[O:6][CH2:5][C:4]([OH:40])=[O:3] |f:1.2|. Procedure: {2-Chloro-4-[3-(4-chloro-phenylethynyl)-5-(3-piperidin-1-yl-propoxy)-phenylsulfanyl]-phenoxy}-acetic acid ethyl ester (275 mg; 0.46 mmol) was dissolved in ethanol (15 mL) and aqueous 1N sodium hydroxide (3 mL) was added. The reaction mixture was stirred for 16 h, acidified with 5% aqueous citric acid, and extracted with ethyl acetate. The organic phase was dried and evaporated to dryness. Yield: 200 mg. HPLC-MS: m/z: 570.0 (M+); Rt: 2.07 min. Solvent: C(Cl)Cl (CH2Cl2). The reactants are C(C)(C)(C)OC(N[C@@H]1CC[C@H](CC1)NCC1=NC=C(C=C1C)C)=O ({trans-4-[(3,5-dimethyl-pyridin-2-ylmethyl)-amino]-cyclohexyl}-carbamic acid tert-butyl ester), C(C)(C)C=1C(=NC=CC1)C=O (3-isopropyl-pyridine-2-carbaldehyde), [BH-](OC(=O)C)(OC(=O)C)OC(=O)C.[Na+] (NaBH(OAc)3). Procedure details: Using General Procedure B: Reaction of {trans-4-[(3,5-dimethyl-pyridin-2-ylmethyl)-amino]-cyclohexyl}-carbamic acid tert-butyl ester and 3-isopropyl-pyridine-2-carbaldehyde in CH2Cl2 with NaBH(OAc)3 gave the desired amine as a white solid. Conversion to the HBr salt using General Procedure D gave COMPOUND 258 as an off-white solid. 1H NMR (D2O) δ 1.27 (d, 6H, J=7.0 Hz), 1.37-1.65 (m, 4H), 2.09-2.16 (m, 4H), 2.44 (s, 3H), 2.47 (s, 3H), 2.75 (t br, 1H, J=11.4 Hz), 3.16 (t br, 1H, J=11.4 Hz), 3.32 ... RXN SMILES: C(OC(=O)[NH:7][C@H:8]1[CH2:13][CH2:12][C@H:11]([NH:14][CH2:15][C:16]2[C:21]([CH3:22])=[CH:20][C:19]([CH3:23])=[CH:18][N:17]=2)[CH2:10][CH2:9]1)(C)(C)C.[CH:25]([C:28]1[C:29]([CH:34]=O)=[N:30][CH:31]=[CH:32][CH:33]=1)([CH3:27])[CH3:26].[BH-](OC(C)=O)(OC(C)=O)OC(C)=O.[Na+]>C(Cl)Cl>[CH3:22][C:21]1[C:16]([CH2:15][N:14]([CH2:34][C:29]2[C:28]([CH:25]([CH3:27])[CH3:26])=[CH:33][CH:32]=[CH:31][N:30]=2)[C@H:11]2[CH2:10][CH2:9][C@H:8]([NH2:7])[CH2:13][CH2:12]2)=[N:17][CH:18]=[C:19]([CH3:23])[CH:20]=1 |f:2.3|. Product: CC=1C(=NC=C(C1)C)CN([C@@H]1CC[C@H](CC1)N)CC1=NC=CC=C1C(C)C (N-(3,5-Dimethyl-pyridin-2-ylmethyl)-N-(3-isopropyl-pyridin-2-ylmethyl)-trans-cyclohexane-1,4-diamine). The reactants are C1(=CC=CC=C1)C1=NC2=CC=CC=C2C(=N1)O (2-phenyl-4-quinazolinol), C(C)N(C(CCl)=O)CC (N,N-diethylchloroacetamide), C([O-])([O-])=O.[Na+].[Na+] (sodium carbonate), cuprous iodide. Run in CC(CC)=O (2-butanone). Conditions: time 22 hour. Product: C(C)N(C(COC1=NC(=NC2=CC=CC=C12)C1=CC=CC=C1)=O)CC (N,N-diethyl-(2-phenyl-4-quinazolinyl)oxyacetamide). The yield is 59.6%. RXN SMILES: [C:1]1([C:7]2[N:16]=[C:15]([OH:17])[C:14]3[C:9](=[CH:10][CH:11]=[CH:12][CH:13]=3)[N:8]=2)[CH:6]=[CH:5][CH:4]=[CH:3][CH:2]=1.[CH2:18]([N:20]([CH2:25][CH3:26])[C:21](=[O:24])[CH2:22]Cl)[CH3:19].C(=O)([O-])[O-].[Na+].[Na+]>CC(=O)CC>[CH2:18]([N:20]([CH2:25][CH3:26])[C:21](=[O:24])[CH2:22][O:17][C:15]1[C:14]2[C:9](=[CH:10][CH:11]=[CH:12][CH:13]=2)[N:8]=[C:7]([C:1]2[CH:2]=[CH:3][CH:4]=[CH:5][CH:6]=2)[N:16]=1)[CH3:19] |f:2.3.4|. Procedure: A mixture of 2-phenyl-4-quinazolinol (4.45 g), N,N-diethylchloroacetamide (3.3 g), sodium carbonate (4.25 g) and cuprous iodide (1 g) in 2-butanone (70 cc) is brought to boiling for 22 hours. The solvent is evaporated off under reduced pressure, water (100 cc) is added, the mixture is alkalinised with ammonia solution and the aqueous phase is extracted with methylene chloride (3×100 cc). The organic phase is dried over magnesium sulphate and evaporated to dryness under reduced pressure. The resi... Reactants: ClC=1C=C(C=CC1Cl)C(CC=O)C1N(C(C2=CC=CC=C12)=O)C (3-(3,4-Dichlorophenyl)-3-(2-methyl-3-oxo-2,3-dihydro-1H-isoindol-1-yl)propionaldehyde), COC=1C=C(C=CC1)C1CCNCC1 (4-(3-methoxyphenyl)piperidine). Product: Cl.ClC=1C=C(C=CC1Cl)C(CCN1CCC(CC1)C1=CC(=CC=C1)OC)C1N(C(C2=CC=CC=C12)=O)C (3-[1-(3,4-Dichlorophenyl)-3-(4-(3-methoxyphenyl)piperidino)propyl]-2-methyl-2,3-dihydroisoindol-1-one hydrochloride). The yield is 38.3%. As a reaction SMILES: [Cl:1][C:2]1[CH:3]=[C:4]([CH:9]([CH:13]2[C:21]3[C:16](=[CH:17][CH:18]=[CH:19][CH:20]=3)[C:15](=[O:22])[N:14]2[CH3:23])[CH2:10][CH:11]=O)[CH:5]=[CH:6][C:7]=1[Cl:8].[CH3:24][O:25][C:26]1[CH:27]=[C:28]([CH:32]2[CH2:37][CH2:36][NH:35][CH2:34][CH2:33]2)[CH:29]=[CH:30][CH:31]=1>>[ClH:1].[Cl:1][C:2]1[CH:3]=[C:4]([CH:9]([CH:13]2[C:21]3[C:16](=[CH:17][CH:18]=[CH:19][CH:20]=3)[C:15](=[O:22])[N:14]2[CH3:23])[CH2:10][CH2:11][N:35]2[CH2:36][CH2:37][CH:32]([C:28]3[CH:29]=[CH:30][CH:31]=[C:26]([O:25][CH3:24])[CH:27]=3)[CH2:33][CH2:34]2)[CH:5]=[CH:6][C:7]=1[Cl:8] |f:2.3|. Procedure: 3-(3,4-Dichlorophenyl)-3-(2-methyl-3-oxo-2,3-dihydro-1H-isoindol-1-yl)propionaldehyde (0.52 g) was coupled to 4-(3-methoxyphenyl)piperidine (0.41 g) by a method similar to that described in Example 8. The reaction product was purified by chromatography and converted to the corresponding hydrochloride salt as described in Example 8 to afford the title compound (0.16 g); mp 210°-220° C.; MS: m/z=523(M+1); NMR(CD3 SOCD3): 1.98-2.1 (m,4), 2.79 (m,2), 3.06 (s,3), 3.7 (s,3), 4.87 (d,1, J=3.2), 6.8 (m,... The yield is 100.0%. Product: C(C)(C)(C)OC(C/N=C/CC1(CC=CCC1)C(O[SiH2]C(C)(C)C)(C)C)=O ([2-[1-(tert-butyl-dimethyl-silanyloxymethyl)-cyclohex-3-enyl]-eth-(E)-ylideneamino]-acetic acid tert-butyl ester). Reported procedure: Step B In a manner similar to the method described in Example 1a, glycine tert-butyl ester (1.2 g, 9 mmol) was reacted with 1-(tert-butyl-dimethyl-silanyloxymethyl)-cyclohex-3-enecarbaldehyde (2.5 g, 9 mmol) in CH2Cl2 at room temperature for 18 h to give [2-[1-(tert-butyl-dimethyl-silanyloxymethyl)-cyclohex-3-enyl]-eth-(E)-ylideneamino]-acetic acid tert-butyl ester as a light yellow oil (3.5 g, 100%). Starting materials: C(C)(C)(C)OC(CN)=O (glycine tert-butyl ester), C(C)(C)(C)[SiH2]OC(C1(CC=CCC1)C=O)(C)C (1-(tert-butyl-dimethyl-silanyloxymethyl)-cyclohex-3-enecarbaldehyde), C(Cl)Cl (CH2Cl2). Reaction SMILES: [C:1]([O:5][C:6](=[O:9])[CH2:7][NH2:8])([CH3:4])([CH3:3])[CH3:2].[C:10]([SiH2:14][O:15][C:16]([CH3:26])([CH3:25])[C:17]1([CH:23]=O)[CH2:22][CH2:21][CH:20]=[CH:19][CH2:18]1)([CH3:13])([CH3:12])[CH3:11].[CH2:27](Cl)Cl>>[C:1]([O:5][C:6](=[O:9])[CH2:7]/[N:8]=[CH:27]/[CH2:23][C:17]1([C:16]([CH3:26])([CH3:25])[O:15][SiH2:14][C:10]([CH3:13])([CH3:12])[CH3:11])[CH2:22][CH2:21][CH:20]=[CH:19][CH2:18]1)([CH3:4])([CH3:3])[CH3:2]. The reactants are ice water, C([O-])([O-])=O.[K+].[K+] (potassium carbonate), C=1(C(O)=CC=CC1)OC (guaiacol), ClC1=C(C=C(C(=O)OC)C=C1OCCOC1OCCCC1)[N+](=O)[O-] (methyl 4-chloro-3-nitro-5-[2-(tetrahydro-pyran-2-yloxy)-ethoxy]-benzoate). Solvent: CC(=O)C (acetone). Yields the product COC1=C(OC2=C(C=C(C(=O)OC)C=C2OCCOC2OCCCC2)[N+](=O)[O-])C=CC=C1 (methyl 4-(2-methoxy-phenoxy)-3-nitro-5-[2-(tetrahydro-pyran-2-yloxy)-ethoxy]-benzoate). As a reaction SMILES: Cl[C:2]1[C:11]([O:12][CH2:13][CH2:14][O:15][CH:16]2[CH2:21][CH2:20][CH2:19][CH2:18][O:17]2)=[CH:10][C:5]([C:6]([O:8][CH3:9])=[O:7])=[CH:4][C:3]=1[N+:22]([O-:24])=[O:23].C(=O)([O-])[O-].[K+].[K+].[C:31]1([O:38][CH3:39])[C:32](=[CH:34][CH:35]=[CH:36][CH:37]=1)[OH:33]>CC(C)=O>[CH3:39][O:38][C:31]1[CH:37]=[CH:36][CH:35]=[CH:34][C:32]=1[O:33][C:2]1[C:11]([O:12][CH2:13][CH2:14][O:15][CH:16]2[CH2:21][CH2:20][CH2:19][CH2:18][O:17]2)=[CH:10][C:5]([C:6]([O:8][CH3:9])=[O:7])=[CH:4][C:3]=1[N+:22]([O-:24])=[O:23] |f:1.2.3|. Procedure: 4.28 g of methyl 4-chloro-3-nitro-5-[2-(tetrahydro-pyran-2-yloxy)-ethoxy]-benzoate were dissolved in acetone (250 ml), treated at RT with 5.0 g of potassium carbonate, 1.93 of guaiacol and the mixture was heated at reflux for 20 hours. It was poured on to ice-water and extracted with ethyl acetate. The organic phase was washed 3 times with 5% sodium hydroxide solution, then with water, dried over sodium sulphate and finally concentrated on a rotary evaporator. The crude product (6 g) was flash c...